Dataset: the Open Reaction Database (ORD), a public repository of structured organic reaction records. Task: describe an organic reaction: reactants, conditions, products, and yield Reactants: N1CCOCC1 (morpholine), CN1C(=NC2=C1C=CC=C2)NC2=CC=C(OC1=C(C=O)C=CC=N1)C=C2 (2-(4-(1-methyl-1H-benzo[d]imidazol-2-ylamino)phenoxy)nicotinaldehyde), C(C)(=O)O[BH-](OC(C)=O)OC(C)=O.[Na+] (Sodium triacetoxyborohydride). Run in C(Cl)Cl (DCM). Reaction conditions: time 3 hour. Product: CN1C(=NC2=C1C=CC=C2)NC2=CC=C(C=C2)OC2=NC=CC=C2CN2CCOCC2 (1-methyl-N-(4-(3-(morpholinomethyl)pyridin-2-yloxy)phenyl)-1H-benzo[d]imidazol-2-amine). As a reaction SMILES: [CH3:1][N:2]1[C:6]2[CH:7]=[CH:8][CH:9]=[CH:10][C:5]=2[N:4]=[C:3]1[NH:11][C:12]1[CH:26]=[CH:25][C:15]([O:16][C:17]2[N:24]=[CH:23][CH:22]=[CH:21][C:18]=2[CH:19]=O)=[CH:14][CH:13]=1.[NH:27]1[CH2:32][CH2:31][O:30][CH2:29][CH2:28]1.C(O[BH-](OC(=O)C)OC(=O)C)(=O)C.[Na+]>C(Cl)Cl>[CH3:1][N:2]1[C:6]2[CH:7]=[CH:8][CH:9]=[CH:10][C:5]=2[N:4]=[C:3]1[NH:11][C:12]1[CH:13]=[CH:14][C:15]([O:16][C:17]2[C:18]([CH2:19][N:27]3[CH2:32][CH2:31][O:30][CH2:29][CH2:28]3)=[CH:21][CH:22]=[CH:23][N:24]=2)=[CH:25][CH:26]=1 |f:2.3|. Procedure details: To a suspension of 2-(4-(1-methyl-1H-benzo[d]imidazol-2-ylamino)phenoxy)nicotinaldehyde (0.2 g, 0.6 mmol) in DCM (2 mL) was added morpholine (0.05 mL, 0.6 mmol). Sodium triacetoxyborohydride (0.1 g, 0.6 mmol) was added and the resulting mixture was stirred for 3 h at RT. LC/MS showed complete conversion. The reaction mixture was purified by silica gel chromatography (0-10% MeOH/DCM) to afford product 1-methyl-N-(4-(3-(morpholinomethyl)pyridin-2-yloxy)phenyl)-1H-benzo[d]imidazol-2-amine as solid.... Starting materials: Cc1ccc(C(=O)NC2CC2)cc1-n1ccnc(NC2(c3ccccc3OCCCl)CC2)c1=O, CC(O)CN, C1COCCO1. The product is Cc1ccc(C(=O)NC2CC2)cc1-n1ccnc(NC2(c3ccccc3OCCNCC(C)O)CC2)c1=O. RXN SMILES: [Cl:1][CH2:2][CH2:3][O:4][c:5]1[c:6]([C:11]2([NH:14][c:15]3[c:16](=[O:34])[n:17](-[c:21]4[cH:22][c:23]([C:24](=[O:25])[NH:26][CH:27]5[CH2:28][CH2:29]5)[cH:30][cH:31][c:32]4[CH3:33])[cH:18][cH:19][n:20]3)[CH2:12][CH2:13]2)[cH:7][cH:8][cH:9][cH:10]1.[NH2:35][CH2:36][CH:37]([CH3:38])[OH:39].[O:40]1[CH2:41][CH2:42][O:43][CH2:44][CH2:45]1>>[CH2:2]([CH2:3][O:4][c:5]1[c:6]([C:11]2([NH:14][c:15]3[c:16](=[O:34])[n:17](-[c:21]4[cH:22][c:23]([C:24](=[O:25])[NH:26][CH:27]5[CH2:28][CH2:29]5)[cH:30][cH:31][c:32]4[CH3:33])[cH:18][cH:19][n:20]3)[CH2:12][CH2:13]2)[cH:7][cH:8][cH:9][cH:10]1)[NH:35][CH2:36][CH:37]([CH3:38])[OH:39]. Reactants: ClC1=NC(=NC(=C1CCCl)C1=CC(=CC=C1)OC)N1CCOCC1 (4-[4-chloro-5-(2-chloroethyl)-6-(3-methoxyphenyl)-pyrimidin-2-yl]-morpholine), CN (methylamine). The product is COC=1C=C(C=CC1)C=1C2=C(N=C(N1)N1CCOCC1)N(CC2)C (4-(3-Methoxy-phenyl)-7-methyl-2-morpholin-4-yl-6,7-dihydro-5H-pyrrolo[2,3-d]pyrimidine). As a reaction SMILES: Cl[C:2]1[C:7]([CH2:8][CH2:9]Cl)=[C:6]([C:11]2[CH:16]=[CH:15][CH:14]=[C:13]([O:17][CH3:18])[CH:12]=2)[N:5]=[C:4]([N:19]2[CH2:24][CH2:23][O:22][CH2:21][CH2:20]2)[N:3]=1.[CH3:25][NH2:26]>>[CH3:18][O:17][C:13]1[CH:12]=[C:11]([C:6]2[C:7]3[CH2:8][CH2:9][N:26]([CH3:25])[C:2]=3[N:3]=[C:4]([N:19]3[CH2:24][CH2:23][O:22][CH2:21][CH2:20]3)[N:5]=2)[CH:16]=[CH:15][CH:14]=1. Procedure: In the same manner as Example 1-A-01, from 4-[4-chloro-5-(2-chloroethyl)-6-(3-methoxyphenyl)-pyrimidin-2-yl]-morpholine and methylamine, the desired compound was obtained. Reactants: ClC1=NC=C(C(=N1)N[C@@H]1C[C@]2(CO2)CCC1)F (2-Chloro-5-fluoro-N-[(3S,5S)-1-oxaspiro[2.5]octan-5-yl]pyrimidin-4-amine), 46a, [OH-].[NH4+] (ammonium hydroxide). Run in O (water). Reaction conditions: temperature 50 celsius, time 8 hour. The product is NC[C@]1(C[C@H](CCC1)NC1=NC(=NC=C1F)Cl)O ((1S,3S)-1-(aminomethyl)-3-(2-chloro-5-fluoropyrimidin-4-ylamino)cyclohexanol). Reaction SMILES: [Cl:1][C:2]1[N:7]=[C:6]([NH:8][C@H:9]2[CH2:16][CH2:15][CH2:14][C@:11]3([O:13][CH2:12]3)[CH2:10]2)[C:5]([F:17])=[CH:4][N:3]=1.[OH-].[NH4+:19]>O>[NH2:19][CH2:12][C@:11]1([OH:13])[CH2:14][CH2:15][CH2:16][C@H:9]([NH:8][C:6]2[C:5]([F:17])=[CH:4][N:3]=[C:2]([Cl:1])[N:7]=2)[CH2:10]1 |f:1.2|. Procedure: 2-Chloro-5-fluoro-N-[(3S,5S)-1-oxaspiro[2.5]octan-5-yl]pyrimidin-4-amine, 46a, (0.19 g, 0.73 mmol) was dissolved in water (75 mL) and treated with 30% ammonium hydroxide (10 mL, 86.0 mmol). The suspension was heated to 50° C. for 5 hrs then allowed to stir at room temperature overnight. The volatiles were evaporated under reduced pressure, and the residue, (1S,3S)-1-(aminomethyl)-3-(2-chloro-5-fluoro-pyrimidin-4-ylamino)cyclohexanol, was taken into the next step without further purification. The reactants are ice, C(C)(C)(C)OC(C(=O)OC)C=1N(C(C2=CC=CC=C2C1C1=CC(=C(C=C1)C)C)=O)C (methyl 2-(tert-butoxy)-2-(4-(3,4-dimethylphenyl)-2-methyl-1-oxo-1,2-dihydroisoquinolin-3-yl)acetate), BrBr (bromine). Solvent: CN(C=O)C (N,N-Dimethylformamide), ClCCl (dichloromethane). Run at time 8 hour. Product: BrC1=CC=C2C(=C(N(C(C2=C1)=O)C)C(C(=O)OC)OC(C)(C)C)C1=CC(=C(C=C1)C)C (methyl [7-bromo-4-(3,4-dimethylphenyl)-2-methyl-1-oxo-1,2-dihydro-3-isoquinolinyl][(1,1-dimethylethyl)oxy]acetate). Yield: 55.1%. RXN SMILES: [C:1]([O:5][CH:6]([C:11]1[N:12]([CH3:30])[C:13](=[O:29])[C:14]2[C:19]([C:20]=1[C:21]1[CH:26]=[CH:25][C:24]([CH3:27])=[C:23]([CH3:28])[CH:22]=1)=[CH:18][CH:17]=[CH:16][CH:15]=2)[C:7]([O:9][CH3:10])=[O:8])([CH3:4])([CH3:3])[CH3:2].[Br:31]Br>CN(C)C=O.ClCCl>[Br:31][C:16]1[CH:15]=[C:14]2[C:19]([C:20]([C:21]3[CH:26]=[CH:25][C:24]([CH3:27])=[C:23]([CH3:28])[CH:22]=3)=[C:11]([CH:6]([O:5][C:1]([CH3:3])([CH3:4])[CH3:2])[C:7]([O:9][CH3:10])=[O:8])[N:12]([CH3:30])[C:13]2=[O:29])=[CH:18][CH:17]=1. Procedure: An ice cold mixture of methyl 2-(tert-butoxy)-2-(4-(3,4-dimethylphenyl)-2-methyl-1-oxo-1,2-dihydroisoquinolin-3-yl)acetate (187 mg, 0.459 mmol) in N,N-Dimethylformamide (DMF) (2.0 mL) was treated with a solution of bromine (0.071 mL, 1.377 mmol) in dichloromethane (DCM) (2.0 mL). The ice bath was removed and the mixture, which was excluded from light by wrapping the reaction vessel with aluminum foil, was allowed to stir at ambient temperature overnight. The mixture was quenched by adding satura... Reactants: S(=O)(Cl)Cl (thionyl chloride), OCN1C[Se](C2=C1C=CC=C2)=O (3-(hydroxymethyl)benzoselenazolinone). The solvent is C(Cl)(Cl)Cl (chloroform). Yields the product ClCN1C[Se](C2=C1C=CC=C2)=O (3-(Chloromethyl)benzoselenazolinone). Reaction SMILES: S(Cl)([Cl:3])=O.O[CH2:6][N:7]1[C:11]2[CH:12]=[CH:13][CH:14]=[CH:15][C:10]=2[Se:9](=[O:16])[CH2:8]1>C(Cl)(Cl)Cl>[Cl:3][CH2:6][N:7]1[C:11]2[CH:12]=[CH:13][CH:14]=[CH:15][C:10]=2[Se:9](=[O:16])[CH2:8]1. Procedure details: 0.55 cm3 of thionyl chloride (0.02 mol) is added dropwise and with stirring into a round-bottom flask containing 0.01 mol of 3-(hydroxymethyl)benzoselenazolinone dissolved in 100 cm3 of chloroform. The mixture is brought to reflux for 2 hours and the chloroform is then evaporated off under reduced pressure. The product is recrystallized in cyclohexane. Conditions: time 18 hour. Procedure details: To a nitrophenol resin (TG-2a) (10 mg, 3.5 μmol) was added 0.1 M glycin in 0.1 M NaHCO3. The reaction was stirred for 18 hours. The reaction mixture was filtered and washed with H2O. The washer was combined and acidified with acetic acid. Product: C(C1=CC=CC=C1)(=O)NCC(=O)O (Benzoylaminoacetic Acid). Reactants: [N+](=O)([O-])C1=C(C=CC=C1)O (nitrophenol), NCC(=O)O (glycin), C(=O)(O)[O-].[Na+] (NaHCO3). Reaction SMILES: [N+]([C:4]1[CH:9]=[CH:8][CH:7]=[CH:6][C:5]=1O)([O-])=O.[NH2:11][CH2:12][C:13]([OH:15])=[O:14].[C:16]([O-])(O)=[O:17].[Na+]>>[C:16]([NH:11][CH2:12][C:13]([OH:15])=[O:14])(=[O:17])[C:4]1[CH:9]=[CH:8][CH:7]=[CH:6][CH:5]=1 |f:2.3|. Reactants: [C@@H]([C@H](C(=O)[O-])O)(C(=O)[O-])O.[Na+].[K+] (Rochelle's salt), solution, [H-].C(C(C)C)[Al+]CC(C)C (diisobutylaluminum hydride), C1(=CC=CC=C1)C (toluene), ClC1=C(C=NO)C(=CC=C1)Cl (2,6-dichlorobenzaldehyde oxime), ClN1C(CCC1=O)=O (N-chlorosuccinimide), imidoyl chloride, imidoyl chloride, CC(C(CC(=O)OCC)=O)CC (ethyl 4-methyl-3-oxohexanoate), [O-]CC.[Na+] (sodium ethoxide). Run in C(C)(=O)OCC (ethyl acetate), CCOCC (ether), C(=O)=O (carbon dioxide), CN(C=O)C (N,N-dimethylformamide), O1CCCC1 (tetrahydrofuran), CCOCC (ether), CCOCC (ether), ClCCl (dichloromethane), O1CCCC1 (tetrahydrofuran), O1CCCC1 (tetrahydrofuran), CO (methanol). Yields the product ClC1=C(C(=CC=C1)Cl)C1=NOC(=C1CO)[C@H](CC)C ({3-(2,6-dichlorophenyl)-5-[(1S)-1-methylpropyl]-4-isoxazolyl}methanol). Isolated yield 3.7%. As a reaction SMILES: [Cl:1][C:2]1[CH:10]=[CH:9][CH:8]=[C:7]([Cl:11])[C:3]=1[CH:4]=[N:5][OH:6].ClN1C(=O)CCC1=O.[CH3:20][CH:21]([CH2:30][CH3:31])[C:22](=O)[CH2:23][C:24](OCC)=[O:25].[O-]CC.[Na+].[H-].C([Al+]CC(C)C)C(C)C.C1(C)C=CC=CC=1.[C@H](O)(C([O-])=O)[C@@H](O)C([O-])=O.[Na+].[K+]>CN(C)C=O.O1CCCC1.C(=O)=O.ClCCl.CO.C(OCC)(=O)C.CCOCC>[Cl:1][C:2]1[CH:10]=[CH:9][CH:8]=[C:7]([Cl:11])[C:3]=1[C:4]1[C:23]([CH2:24][OH:25])=[C:22]([C@@H:21]([CH3:20])[CH2:30][CH3:31])[O:6][N:5]=1 |f:3.4,5.6,8.9.10|. Reported procedure: To a solution of 2,6-dichlorobenzaldehyde oxime (26.4 g, 139 mmol) in N,N-dimethylformamide (70 mL) at 5° C. was added solid N-chlorosuccinimide (18.6 g, 139 mmol) in portions. The mixture was allowed to stir and warm to ambient temperature (with occasional cooling when warming was noted) over approximately 1.5 hour and then poured into ether. The ether layer containing the crude imidoyl chloride was washed twice with water followed by brine, dried over magnesium sulfate and concentrated. To a s... Starting materials: C(=O)(C(=O)OC)Cl (methoxalyl chloride), FC1=CC=C(OC2=CC=C(OCCNC(OCC)=O)C=C2)C=C1 (ethyl 2-[4-(4-fluorophenoxy)phenoxy]ethylcarbamate). The reagents and catalysts are CN(C1=CC=NC=C1)C (4-dimethylaminopyridine). Solvent: ClCCCl (1,2-dichloroethane), ClCCCl (1,2-dichloroethane). Yields the product C(=O)(C(=O)OC)N(C(OCC)=O)CCOC1=CC=C(C=C1)OC1=CC=C(C=C1)F (Ethyl N-methoxalyl-2-[4-(4-fluorophenoxy)phenoxy]ethylcarbamate). Reaction SMILES: [C:1](Cl)([C:3]([O:5][CH3:6])=[O:4])=[O:2].[F:8][C:9]1[CH:30]=[CH:29][C:12]([O:13][C:14]2[CH:28]=[CH:27][C:17]([O:18][CH2:19][CH2:20][NH:21][C:22](=[O:26])[O:23][CH2:24][CH3:25])=[CH:16][CH:15]=2)=[CH:11][CH:10]=1>ClCCCl.CN(C)C1C=CN=CC=1>[C:1]([N:21]([CH2:20][CH2:19][O:18][C:17]1[CH:27]=[CH:28][C:14]([O:13][C:12]2[CH:11]=[CH:10][C:9]([F:8])=[CH:30][CH:29]=2)=[CH:15][CH:16]=1)[C:22](=[O:26])[O:23][CH2:24][CH3:25])([C:3]([O:5][CH3:6])=[O:4])=[O:2]. Procedure details: With stirring and under nitrogen, a solution of methoxalyl chloride in 10 ml of 1,2-dichloroethane is added dropwise at +80° C. over 20 minutes to a solution of 10.0 g of ethyl 2-[4-(4-fluorophenoxy)phenoxy]ethylcarbamate and 0.3 g of 4-dimethylaminopyridine in 70 ml of 1,2-dichloroethane. The mixture is then stirred for 16 hours at +80° C. After cooling to room temperature, the reaction mixture is washed in succession with a cold 5% solution of sodium hydrogencarbonate, with 0.1N hydrochloric a...